This data is from the Open Reaction Database (ORD), a public repository of structured organic reaction records. The task is: describe an organic reaction: reactants, conditions, products, and yield Reactants: ClCCCBr, O=C([O-])[O-], CC(C)=O, [K+], [K+], NC(=O)Nc1cccc(O)c1. The product is NC(=O)Nc1cccc(OCCCCl)c1. Reaction SMILES: [Br:12][CH2:13][CH2:14][CH2:15][Cl:16].[C:17](=[O:18])([O-:19])[O-:20].[CH3:23][C:24](=[O:25])[CH3:26].[K+:21].[K+:22].[OH:1][c:2]1[cH:3][c:4]([NH:8][C:9](=[O:10])[NH2:11])[cH:5][cH:6][cH:7]1>>[O:1]([c:2]1[cH:3][c:4]([NH:8][C:9](=[O:10])[NH2:11])[cH:5][cH:6][cH:7]1)[CH2:13][CH2:14][CH2:15][Cl:16].